This data is from the Open Reaction Database (ORD), a public repository of structured organic reaction records. The task is: describe an organic reaction: reactants, conditions, products, and yield The reactants are ClCCl, [Na+], COC(=O)C(CCCC=C(c1ccccc1)c1cccnc1)C(C)(C)O, O=C([O-])O, c1ccncc1. Product: C=C(C)C(CCCC=C(c1ccccc1)c1cccnc1)C(=O)OC. Reaction SMILES: [Cl:38][CH2:39][Cl:40].[Na+:33].[OH:1][C:2]([CH3:3])([CH3:4])[CH:5]([C:6](=[O:7])[O:8][CH3:9])[CH2:10][CH2:11][CH2:12][CH:13]=[C:14]([c:15]1[cH:16][n:17][cH:18][cH:19][cH:20]1)[c:21]1[cH:22][cH:23][cH:24][cH:25][cH:26]1.[OH:34][C:35](=[O:36])[O-:37].[cH:27]1[cH:28][cH:29][n:30][cH:31][cH:32]1>>[C:2](=[CH2:3])([CH3:4])[CH:5]([C:6](=[O:7])[O:8][CH3:9])[CH2:10][CH2:11][CH2:12][CH:13]=[C:14]([c:15]1[cH:16][n:17][cH:18][cH:19][cH:20]1)[c:21]1[cH:22][cH:23][cH:24][cH:25][cH:26]1. Reactants: BrC=1C=2C(C=NC1)=CN(N2)C2=C(C=CC=C2Cl)Cl (7-bromo-2-(2,6-dichlorophenyl)-2H-pyrazolo[4,3-c]pyridine), OO (hydrogen peroxide). The reagents and catalysts are C[Re](=O)(=O)=O (methyltrioxorhenium). The solvent is C(Cl)Cl (DCM). Run at time 18 hour. Yields the product BrC=1C=2C(C=[N+](C1)[O-])=CN(N2)C2=C(C=CC=C2Cl)Cl (7-Bromo-2-(2,6-dichlorophenyl)-2H-pyrazolo[4,3-c]pyridine-5-oxide). Isolated yield 47.4%. RXN SMILES: [Br:1][C:2]1[C:3]2[C:4](=[CH:8][N:9]([C:11]3[C:16]([Cl:17])=[CH:15][CH:14]=[CH:13][C:12]=3[Cl:18])[N:10]=2)[CH:5]=[N:6][CH:7]=1.[OH:19]O>C(Cl)Cl.C[Re](=O)(=O)=O>[Br:1][C:2]1[C:3]2[C:4](=[CH:8][N:9]([C:11]3[C:16]([Cl:17])=[CH:15][CH:14]=[CH:13][C:12]=3[Cl:18])[N:10]=2)[CH:5]=[N+:6]([O-:19])[CH:7]=1. Procedure details: To a solution of 7-bromo-2-(2,6-dichlorophenyl)-2H-pyrazolo[4,3-c]pyridine (3.43 g, 10 mmol) and methyltrioxorhenium (249 mg, 1.0 mmol) in DCM (35 mL) was added hydrogen peroxide (30% aq., 1.95 mL, 20 mmol) and the resulting mixture stirred at room temperature for 18 hours. The reaction mixture was partitioned between DCM and sodium bicarbonate (sat. aq.). The organic layer was washed with brine, dried over anhydrous sodium sulfate, and concentrated under reduced pressure. The residue was purifi... Reactants: ClCC(=O)N[C@H](CO)C1=CC=CC=C1 ((S)-2-chloro-N-(2-hydroxy-1-phenylethyl)acetamide), [H-].[Na+] (NaH), suspension. Solvent: C1CCOC1 (THF). Run at time 8 hour. Yields the product C1(=CC=CC=C1)[C@H]1COCC(N1)=O ((S)-5-phenylmorpholin-3-one), solid. Isolated yield 97.0%. Reaction SMILES: Cl[CH2:2][C:3]([NH:5][C@@H:6]([C:9]1[CH:14]=[CH:13][CH:12]=[CH:11][CH:10]=1)[CH2:7][OH:8])=[O:4].[H-].[Na+]>C1COCC1>[C:9]1([C@@H:6]2[NH:5][C:3](=[O:4])[CH2:2][O:8][CH2:7]2)[CH:14]=[CH:13][CH:12]=[CH:11][CH:10]=1 |f:1.2|. Procedure details: To a solution of (S)-2-chloro-N-(2-hydroxy-1-phenylethyl)acetamide (600 mg, 2.8 mmol) in anhydrous THF solution at 0° C. was added NaH mineral oil suspension (247 mg, 6.18 mmol). The resulting mixture was stirred overnight at room temperature. The reaction mixture was concentrated to dryness, and the residue was partitioned between CH2Cl2/brine/H2O (20 mL/18 mL/2 mL). CH2Cl2 layer was dried over anhydrous Na2SO4, filtered off, concentrated in vacuo. The crude product, (S)-5-phenylmorpholin-3-one...